Dataset: the Open Reaction Database (ORD), a public repository of structured organic reaction records. Task: describe an organic reaction: reactants, conditions, products, and yield Starting materials: Cl.C(C)NC(=O)NC1=CC=C(C=C1)C=1N=C(C2=C(N1)CNCC2)N2[C@H](COCC2)C ((S)-1-ethyl-3-(4-(4-(3-methylmorpholino)-5,6,7,8-tetrahydropyrido[3,4-d]pyrimidin-2-yl)phenyl)urea hydrochloride), CC1=CC=C(C=C1)S(=O)(=O)OC[C@H]1OC(OC1)(C)C ((S)-(2,2-dimethyl-1,3-dioxolan-4-yl)methyl 4-methylbenzenesulfonate), [I-].[Na+] (sodium iodide), CCN(C(C)C)C(C)C (DIPEA). Solvent: CN(C)C=O (DMF). Yields the product CC1(OC[C@H](O1)CN1CC=2N=C(N=C(C2CC1)N1[C@H](COCC1)C)C1=CC=C(C=C1)NC(=O)NCC)C (1-(4-(7-(((R)-2,2-dimethyl-1,3-dioxolan-4-yl)methyl)-4-((S)-3-methylmorpholino)-5,6,7,8-tetrahydropyrido[3,4-d]pyrimidin-2-yl)phenyl)-3-ethylurea). Isolated yield 64.7%. As a reaction SMILES: Cl.[CH2:2]([NH:4][C:5]([NH:7][C:8]1[CH:13]=[CH:12][C:11]([C:14]2[N:15]=[C:16]([N:24]3[CH2:29][CH2:28][O:27][CH2:26][C@@H:25]3[CH3:30])[C:17]3[CH2:23][CH2:22][NH:21][CH2:20][C:18]=3[N:19]=2)=[CH:10][CH:9]=1)=[O:6])[CH3:3].CC1C=CC(S(O[CH2:42][C@@H:43]2[CH2:47][O:46][C:45]([CH3:49])([CH3:48])[O:44]2)(=O)=O)=CC=1.[I-].[Na+].CCN(C(C)C)C(C)C>CN(C=O)C>[CH3:48][C:45]1([CH3:49])[O:44][C@H:43]([CH2:42][N:21]2[CH2:22][CH2:23][C:17]3[C:16]([N:24]4[CH2:29][CH2:28][O:27][CH2:26][C@@H:25]4[CH3:30])=[N:15][C:14]([C:11]4[CH:10]=[CH:9][C:8]([NH:7][C:5]([NH:4][CH2:2][CH3:3])=[O:6])=[CH:13][CH:12]=4)=[N:19][C:18]=3[CH2:20]2)[CH2:47][O:46]1 |f:0.1,3.4|. Procedure details: A solution of (S)-1-ethyl-3-(4-(4-(3-methylmorpholino)-5,6,7,8-tetrahydropyrido[3,4-d]pyrimidin-2-yl)phenyl)urea hydrochloride (jk) (270 mg, 0.69 mmol), (S)-(2,2-dimethyl-1,3-dioxolan-4-yl)methyl 4-methylbenzenesulfonate (377 mg, 132 mmol), sodium iodide (104 mg, 0.69 mmol), DIPEA (0.48 mL, 2.8 mmol), and DMF (1.0 mL) was heated at 110° C. for 22 h. The mixture was partitioned between ethyl acetate and sat. NaHCO3. The phases were separated, and the aqueous layer extracted with ethyl acetate (2×...